From a dataset of the Open Reaction Database (ORD), a public repository of structured organic reaction records. describe an organic reaction: reactants, conditions, products, and yield Starting materials: aqueous solution, [O-]S(=O)(=O)C(F)(F)F.C(C)(=O)SC1CC[S+](CC1)C (4-acetylthio-1-methyl-tetrahydrothiopyraniumtriflate), [OH-].[Na+] (NaOH), Cl (HCl), thiol, enol phosphate. Reaction conditions: time 1 hour. Product: [O-]S(=O)(=O)C(F)(F)F.SC1CC[S+](CC1)C (4-Mercapto-1-Methyl-tetrahydrothiopyraniumtriflate). Reaction SMILES: [O-:1][S:2]([C:5]([F:8])([F:7])[F:6])(=[O:4])=[O:3].C([S:12][CH:13]1[CH2:18][CH2:17][S+:16]([CH3:19])[CH2:15][CH2:14]1)(=O)C.[OH-].[Na+].Cl>>[O-:4][S:2]([C:5]([F:8])([F:7])[F:6])(=[O:3])=[O:1].[SH:12][CH:13]1[CH2:18][CH2:17][S+:16]([CH3:19])[CH2:15][CH2:14]1 |f:0.1,2.3,5.6|. Reported procedure: A cold (ice bath) aqueous solution (4 mL) of 4-acetylthio-1-methyl-tetrahydrothiopyraniumtriflate* (500 mg, 1.47 mmol) was treated with a 1M NaOH solution (2 mL, 2 mmol). The mixture was stirred for ca. 1 h. until all the starting material had disappeared on TLC (reversed phase silica gel). The pH of the strongly basic solution was brought to pH 7.5 with 10% HCl. This thiol was used as such for the next coupling reaction with the enol phosphate. Procedure details: Sodium hydroxide (5 M, 1.8 g, 43.9 mmol) was added to a mixture of 2-acetamidobenzophenone (10.5 g, 43.9 mmol) in ethanol (439 mL). The mixture was heated to reflux for 3 hours, then cooled to room temperature and concentrated. Water and methylene chloride were added while stirring to form a white precipitate. The solid was collected by vacuum filtration and washed with methylene chloride to yield 2-hydroxy-4-phenylquinoline. Yields the product OC1=NC2=CC=CC=C2C(=C1)C1=CC=CC=C1 (2-hydroxy-4-phenylquinoline). Run in C(C)O (ethanol). The reactants are [OH-].[Na+] (Sodium hydroxide), C(C)(=O)NC1=C(C(=O)C2=CC=CC=C2)C=CC=C1 (2-acetamidobenzophenone). Reaction SMILES: [OH-].[Na+].[C:3]([NH:6][C:7]1[CH:20]=[CH:19][CH:18]=[CH:17][C:8]=1[C:9]([C:11]1[CH:16]=[CH:15][CH:14]=[CH:13][CH:12]=1)=O)(=[O:5])[CH3:4]>C(O)C>[OH:5][C:3]1[CH:4]=[C:9]([C:11]2[CH:16]=[CH:15][CH:14]=[CH:13][CH:12]=2)[C:8]2[C:7](=[CH:20][CH:19]=[CH:18][CH:17]=2)[N:6]=1 |f:0.1|. Starting materials: C1COCCN1, O=C(CCl)c1ccc(Cl)cc1Cl, CN(C)C=O. Yields the product O=C(CN1CCOCC1)c1ccc(Cl)cc1Cl. RXN SMILES: [CH2:13]1[CH2:14][O:15][CH2:16][CH2:17][NH:18]1.[Cl:1][c:2]1[c:3]([C:4]([CH2:5][Cl:6])=[O:7])[cH:8][cH:9][c:10]([Cl:12])[cH:11]1.[O:19]=[CH:20][N:21]([CH3:22])[CH3:23]>>[Cl:1][c:2]1[c:3]([C:4]([CH2:5][N:18]2[CH2:13][CH2:14][O:15][CH2:16][CH2:17]2)=[O:7])[cH:8][cH:9][c:10]([Cl:12])[cH:11]1. Product: ClC1=CC=C(C=C1)C1=C(C=CC=C1)C(C)N1CCN(CC1)C1=CC(=C(C(=O)O)C=C1)OC1=C(C=CC=C1)Cl (4-(4-(1-(4′-chlorobiphenyl-2-yl)ethyl)piperazin-1-yl)-2-(2-chlorophenoxy)benzoic acid). Conditions: time 8 hour. RXN SMILES: [Cl:1][C:2]1[CH:7]=[CH:6][C:5]([C:8]2[CH:13]=[CH:12][CH:11]=[CH:10][C:9]=2[CH:14]([N:16]2[CH2:21][CH2:20][N:19]([C:22]3[CH:32]=[CH:31][C:25]([C:26]([O:28]CC)=[O:27])=[C:24]([O:33][C:34]4[CH:39]=[CH:38][CH:37]=[CH:36][C:35]=4[Cl:40])[CH:23]=3)[CH2:18][CH2:17]2)[CH3:15])=[CH:4][CH:3]=1.[OH-].[Na+].Cl>O1CCCC1.CO>[Cl:1][C:2]1[CH:7]=[CH:6][C:5]([C:8]2[CH:13]=[CH:12][CH:11]=[CH:10][C:9]=2[CH:14]([N:16]2[CH2:17][CH2:18][N:19]([C:22]3[CH:32]=[CH:31][C:25]([C:26]([OH:28])=[O:27])=[C:24]([O:33][C:34]4[CH:39]=[CH:38][CH:37]=[CH:36][C:35]=4[Cl:40])[CH:23]=3)[CH2:20][CH2:21]2)[CH3:15])=[CH:4][CH:3]=1 |f:1.2|. Reported procedure: A mixture of EXAMPLE 110D (300 mg) in tetrahydrofuran (10 mL) and methanol (10 mL) at 50° C. was treated with 10% NaOH (2085 μL), stirred overnight, neutralized with HCl and concentrated. The concentrate was taken up in water and extracted with dichloromethane. The organic layer was dried over Na2SO4, filtered and concentrated. The reactants are ClC1=CC=C(C=C1)C1=C(C=CC=C1)C(C)N1CCN(CC1)C1=CC(=C(C(=O)OCC)C=C1)OC1=C(C=CC=C1)Cl (ethyl 4-(4-(1-(4′-chlorobiphenyl-2-yl)ethyl)piperazin-1-yl)-2-(2-chlorophenoxy)benzoate), [OH-].[Na+] (NaOH), Cl (HCl). Solvent: O1CCCC1 (tetrahydrofuran), CO (methanol).